Task: describe an organic reaction: reactants, conditions, products, and yield. Dataset: the Open Reaction Database (ORD), a public repository of structured organic reaction records As a reaction SMILES: C(C1C=CC([S:9]([Cl:12])(=[O:11])=[O:10])=CC=1OCC)#N.[Cl:16][C:17]1[CH:22]=[C:21]([F:23])[C:20]([N+]([O-])=O)=[CH:19][C:18]=1[O:27][CH3:28]>>[Cl:16][C:17]1[C:18]([O:27][CH3:28])=[CH:19][C:20]([S:9]([Cl:12])(=[O:11])=[O:10])=[C:21]([F:23])[CH:22]=1. Procedure details: The titled compound was prepared analogously to 4-cyano-3-ethoxy-benzenesulfonyl chloride (Intermediate 127c) by replacing 2-ethoxy-4-nitro-benzonitrile with 1-chloro-5-fluoro-2-methoxy-4-nitro-benzene. Reactants: C(#N)C1=C(C=C(C=C1)S(=O)(=O)Cl)OCC (4-cyano-3-ethoxy-benzenesulfonyl chloride), C(#N)C1=C(C=C(C=C1)S(=O)(=O)Cl)OCC (4-cyano-3-ethoxy-benzenesulfonyl chloride), ClC1=C(C=C(C(=C1)F)[N+](=O)[O-])OC (1-chloro-5-fluoro-2-methoxy-4-nitro-benzene). Product: ClC1=CC(=C(C=C1OC)S(=O)(=O)Cl)F (4-Chloro-2-fluoro-5-methoxy-benzenesulfonyl chloride). The reactants are [H-].[Na+] (sodium hydride), CC=1NC2=CC=CC=C2C1 (2-methylindole), ClC=1N=C(C2=C(N1)C=C(S2)CN2CCC(CC2)N(C)C)N2CCOCC2 ([1-(2-chloro-4-morpholin-4-yl-thieno[3,2-d]pyrimidin-6-ylmethyl)-piperidin-4-yl]-dimethyl-amine). Solvent: O (water), CN(C)C=O (DMF). Reaction conditions: temperature 150 celsius. The product is CN(C1CCN(CC1)CC1=CC=2N=C(N=C(C2S1)N1CCOCC1)N1C(=CC2=CC=CC=C12)C)C (N,N-dimethyl-1-((2-(2-methyl-1H-indol-1-yl)-4-morpholinothieno[3,2-d]pyrimidin-6-yl)methyl)piperidin-4-amine). Isolated yield 12.1%. Reaction SMILES: [CH3:1][C:2]1[NH:3][C:4]2[C:9]([CH:10]=1)=[CH:8][CH:7]=[CH:6][CH:5]=2.[H-].[Na+].Cl[C:14]1[N:15]=[C:16]([N:33]2[CH2:38][CH2:37][O:36][CH2:35][CH2:34]2)[C:17]2[S:22][C:21]([CH2:23][N:24]3[CH2:29][CH2:28][CH:27]([N:30]([CH3:32])[CH3:31])[CH2:26][CH2:25]3)=[CH:20][C:18]=2[N:19]=1>CN(C=O)C.O>[CH3:31][N:30]([CH3:32])[CH:27]1[CH2:28][CH2:29][N:24]([CH2:23][C:21]2[S:22][C:17]3[C:16]([N:33]4[CH2:38][CH2:37][O:36][CH2:35][CH2:34]4)=[N:15][C:14]([N:3]4[C:4]5[C:9](=[CH:8][CH:7]=[CH:6][CH:5]=5)[CH:10]=[C:2]4[CH3:1])=[N:19][C:18]=3[CH:20]=2)[CH2:25][CH2:26]1 |f:1.2|. Procedure details: A solution of 2-methylindole (0.131 g) in DMF (8 mL) was cooled to 0° C. then sodium hydride (0.06 g) added. After 15 min [1-(2-chloro-4-morpholin-4-yl-thieno[3,2-d]pyrimidin-6-ylmethyl)-piperidin-4-yl]-dimethyl-amine (0.395 g) was added. The reaction vessel was sealed and heated at 150° C. After 1 h the reaction mixture was cooled to room temperature and diluted with water. The resulting precipitate was collected by filtration then purified by chromatography (silica, 0 to 20% of a 49:1 MeOH:NH4... Reactants: COC(COC1=C2C(=C(N(C2=C2C(=C1)CCC2)CC2=CC=C(C=C2)F)C)C(C(=O)N)=O)=O (2-[[3-(2-amino-1,2-dioxoethyl)-2-methyl-1-(4-fluorobenzyl)-1,6,7,8-tetrahydrocyclopent[g]indol-4-yl]oxy]acetic acid methyl ester), [OH-].[Li+] (lithium hydroxide). Run in O1CCCC1 (tetrahydrofuran), CO (methanol). The product is NC(C(=O)C1=C(N(C2=C3C(=CC(=C12)OCC(=O)O)CCC3)CC3=CC=C(C=C3)F)C)=O (2-[[3-(2-amino-1,2-dioxoethyl)-2-methyl-1-(4-fluorobenzyl)-1,6,7,8-tetrahydrocyclopent[g]indol-4-yl]oxy]acetic acid). Isolated yield 50.7%. Reaction SMILES: C[O:2][C:3](=[O:32])[CH2:4][O:5][C:6]1[CH:14]=[C:13]2[CH2:15][CH2:16][CH2:17][C:12]2=[C:11]2[C:7]=1[C:8]([C:27](=[O:31])[C:28]([NH2:30])=[O:29])=[C:9]([CH3:26])[N:10]2[CH2:18][C:19]1[CH:24]=[CH:23][C:22]([F:25])=[CH:21][CH:20]=1.[OH-].[Li+]>O1CCCC1.CO>[NH2:30][C:28](=[O:29])[C:27]([C:8]1[C:7]2[C:11](=[C:12]3[CH2:17][CH2:16][CH2:15][C:13]3=[CH:14][C:6]=2[O:5][CH2:4][C:3]([OH:32])=[O:2])[N:10]([CH2:18][C:19]2[CH:24]=[CH:23][C:22]([F:25])=[CH:21][CH:20]=2)[C:9]=1[CH3:26])=[O:31] |f:1.2|. Procedure: A solution of 2-[[3-(2-amino-1,2-dioxoethyl)-2-methyl-1-(4-fluorobenzyl)-1,6,7,8-tetrahydrocyclopent[g]indol-4-yl]oxy]acetic acid methyl ester (0.34 g, 0.78 mmol) in tetrahydrofuran (15 mL) and methanol (15 mL) was treated with 1 M aqueous lithium hydroxide solution (20 mL) at room temperature for 66 h. The mixture was concentrated in vacuo and the residue acidified with concentrated hydrochloric acid. The resulting precipitate was collected via vacuum filtration, washed with water, and air-drie... Reactants: CC1(OC2=C(C3=C1SCCC3)C(=CC(=C2)C(C)C(CCCCC)C)O)C (1,2-Dihydro-5,5-dimethyl-10-hydroxy-8-(3-methyl-2-octyl)-3H,5H-thiopyrano[2,3-c][1]benzopyran), Cl.O1CCN(CC1)CCCC(=O)O (γ-morpholinobutyric acid, hydrochloride salt), C1(CCCCC1)N=C=NC1CCCCC1 (dicyclohexylcarbodiimide). Product: Cl.CC1(OC2=C(C3=C1SCCC3)C(=CC(=C2)C(C)C(CCCCC)C)OC(CCCN2CCOCC2)=O)C (1,2-Dihydro-5,5-dimethyl-8-(3-methyl-2-octyl)-10-[4-(morpholino)butyryloxy]-3H,5H-thiopyrano[2,3-c][1]benzopyran hydrochloride). Reaction SMILES: [CH3:1][C:2]1([CH3:26])[C:7]2[S:8][CH2:9][CH2:10][CH2:11][C:6]=2[C:5]2[C:12]([OH:25])=[CH:13][C:14]([CH:16]([CH:18]([CH3:24])[CH2:19][CH2:20][CH2:21][CH2:22][CH3:23])[CH3:17])=[CH:15][C:4]=2[O:3]1.[ClH:27].[O:28]1[CH2:33][CH2:32][N:31]([CH2:34][CH2:35][CH2:36][C:37](O)=[O:38])[CH2:30][CH2:29]1.C1(N=C=NC2CCCCC2)CCCCC1>>[ClH:27].[CH3:26][C:2]1([CH3:1])[C:7]2[S:8][CH2:9][CH2:10][CH2:11][C:6]=2[C:5]2[C:12]([O:25][C:37](=[O:38])[CH2:36][CH2:35][CH2:34][N:31]3[CH2:30][CH2:29][O:28][CH2:33][CH2:32]3)=[CH:13][C:14]([CH:16]([CH:18]([CH3:24])[CH2:19][CH2:20][CH2:21][CH2:22][CH3:23])[CH3:17])=[CH:15][C:4]=2[O:3]1 |f:1.2,4.5|. Procedure: The benzopyran of Example 25 is reacted with γ-morpholinobutyric acid, hydrochloride salt and dicyclohexylcarbodiimide according to the method of Example 10 to yield the desired ester. Starting materials: ClC1=NC(=C(C(=C1Cl)O)Cl)Cl (2,3,5,6-tetrachloro-4-pyridinol), C(CC)(=O)OCCN=C=O (isocyanatoethyl propionate), CC(=O)C (acetone), C([O-])([O-])=O.[K+].[K+] (potassium carbonate). Reagents/catalysts: C(CCCCCCCCCCC)(=O)[O-].C(CCCCCCCCCCC)(=O)[O-].C(CCC)[Sn+2]CCCC (dibutyltin dilaurate). Run in CCCCCC (n-hexane). The product is 2,3,5,6-tetrachloro-4-pyridinyl ester, O=C(CC)OCCNC(O)=O ((2-(1-oxopropoxy)ethyl)carbamic acid). RXN SMILES: ClC1C(Cl)=C([OH:9])C(Cl)=C(Cl)N=1.[C:12]([O:16][CH2:17][CH2:18][N:19]=[C:20]=[O:21])(=[O:15])[CH2:13][CH3:14].CC(C)=O.C(=O)([O-])[O-].[K+].[K+]>C([O-])(=O)CCCCCCCCCCC.C([O-])(=O)CCCCCCCCCCC.C([Sn+2]CCCC)CCC.CCCCCC>[O:15]=[C:12]([O:16][CH2:17][CH2:18][NH:19][C:20](=[O:9])[OH:21])[CH2:13][CH3:14] |f:3.4.5,6.7.8|. Procedure: 11.7 Grams of 2,3,5,6-tetrachloro-4-pyridinol, 7.2 grams of isocyanatoethyl propionate, and a few drops of dibutyltin dilaurate (as activating agent) were added to 200 ml of acetone and stirred at reflux temperature for eight hours and then allowed to stand. The mixture was again stirred at reflux temperature for an additional seven hours before the addition of 6.0 grams of potassium carbonate. The reactants were then stirred for another hour after which the insoluble components were filtered of... The reactants are CC(=O)O, Cn1ccnc1Sc1cccnc1[N+](=O)[O-]. Product: Cn1ccnc1Sc1cccnc1N. Reaction SMILES: [CH3:17][C:18](=[O:19])[OH:20].[CH3:1][n:2]1[c:3]([S:7][c:8]2[c:9]([N+:14]([O-:15])=[O:16])[n:10][cH:11][cH:12][cH:13]2)[n:4][cH:5][cH:6]1>>[CH3:1][n:2]1[c:3]([S:7][c:8]2[c:9]([NH2:14])[n:10][cH:11][cH:12][cH:13]2)[n:4][cH:5][cH:6]1. Starting materials: CCCCSc1cnc2c(ccn2[Si](C)(C)C(C)(C)C)c1, CO, Cl, [Na+], O=C([O-])O. The product is CCCCSc1cnc2[nH]ccc2c1. Reaction SMILES: [C:1]([Si:2]([CH3:3])([CH3:4])[n:6]1[cH:7][cH:8][c:9]2[c:10]1[n:11][cH:12][c:13]([S:15][CH2:16][CH2:17][CH2:18][CH3:19])[cH:14]2)([CH3:5])([CH3:20])[CH3:21].[CH3:28][OH:29].[ClH:22].[Na+:27].[O-:23][C:24]([OH:25])=[O:26]>>[nH:6]1[cH:7][cH:8][c:9]2[c:10]1[n:11][cH:12][c:13]([S:15][CH2:16][CH2:17][CH2:18][CH3:19])[cH:14]2.